From a dataset of the Open Reaction Database (ORD), a public repository of structured organic reaction records. describe an organic reaction: reactants, conditions, products, and yield Starting materials: solution, CC1(NC(CC(C1)NC(C(=O)OCC)=O)(C)C)C (ethyl N-(2,2,6,6-tetramethyl-4-piperidinyl)oxamate), C(CCCCCCCCCCC)(=O)NN (lauric acid hydrazide). The solvent is CO (methanol), CO (methanol). The product is CC1(NC(CC(C1)NC(C(=O)NNC(CCCCCCCCCCC)=O)=O)(C)C)C (1-[N-(2,2,6,6-tetramethyl-4-piperidinyl)oxamoyl]2-dodecanoylhydrazine). RXN SMILES: [CH3:1][C:2]1([CH3:18])[CH2:7][CH:6]([NH:8][C:9](=[O:15])[C:10]([O:12]CC)=O)[CH2:5][C:4]([CH3:17])([CH3:16])[NH:3]1.[C:19]([NH:32][NH2:33])(=[O:31])[CH2:20][CH2:21][CH2:22][CH2:23][CH2:24][CH2:25][CH2:26][CH2:27][CH2:28][CH2:29][CH3:30]>CO>[CH3:18][C:2]1([CH3:1])[CH2:7][CH:6]([NH:8][C:9](=[O:15])[C:10]([NH:33][NH:32][C:19](=[O:31])[CH2:20][CH2:21][CH2:22][CH2:23][CH2:24][CH2:25][CH2:26][CH2:27][CH2:28][CH2:29][CH3:30])=[O:12])[CH2:5][C:4]([CH3:16])([CH3:17])[NH:3]1. Procedure details: Into a 3-necked 300 ml flask was introduced a 60.9% solution of ethyl N-(2,2,6,6-tetramethyl-4-piperidinyl)oxamate in methanol (21.0 g, 0.05 mole), lauric acid hydrazide (13.5 g) and 150 ml of anhydrous methanol. The flask was equipped with a thermometer, a magnetic stirrer and a Dean Stark trap with a reflux condenser. The reaction mixture was heated to reflux and the methanol was slowly distilled off through the Dean Stark trap. The disappearance of the starting materials and the formation of ... Procedure: A solution of 4-cyclopropylcarbonyl-2-(n-propyl)resorcinol (1.0 g, 4.54 mmole) in methanol (10 mL) was treated with hydroxylamine.HCl (1.58g, 22.7 mmole) and sodium acetate (1.86g, 22.7 mmole) and the mixture refluxed for 7 hours. The cooled mixture was poured into water and extracted 3× with ethyl acetate. The combined extracts were washed with water (2×), 10% sodium bicarbonate, brine, dried over magnesium sulfate and concentrated in vacuo to give a solid. The crude product was chromatographed... Yields the product C1(CC1)C1C(=C(C(O)=CC1=NO)CCC)O (4-cyclopropylhydroxyimino-2-(n-propyl)resorcinol). Reaction SMILES: [CH:1]1([C:4]([C:6]2[CH:12]=[CH:11][C:9]([OH:10])=[C:8]([CH2:13][CH2:14][CH3:15])[C:7]=2[OH:16])=O)[CH2:3]C1.[NH2:17][OH:18].Cl.C([O-])(=O)C.[Na+]>CO.O>[CH:4]1([CH:6]2[C:12](=[N:17][OH:18])[CH:11]=[C:9]([OH:10])[C:8]([CH2:13][CH2:14][CH3:15])=[C:7]2[OH:16])[CH2:1][CH2:3]1 |f:3.4|. Starting materials: C1(CC1)C(=O)C1=C(C(=C(O)C=C1)CCC)O (4-cyclopropylcarbonyl-2-(n-propyl)resorcinol), NO (hydroxylamine), Cl (HCl), C(C)(=O)[O-].[Na+] (sodium acetate). Run in CO (methanol), O (water). The reactants are FC=1C=C(C2=C(C=C(O2)C2=CC=C(C=C2)OC)C1)F (5,7-Difluoro-2-(4-methoxy-phenyl)-benzofuran), Cl.N1=CC=CC=C1 (Pyridine HCl). The solvent is O (water). Run at temperature 200 celsius, time 1 hour. Yields the product FC=1C=C(C2=C(C=C(O2)C2=CC=C(C=C2)O)C1)F (4-(5,7-Difluoro-benzofuran-2-yl)-phenol). The yield is 13.0%. Reaction SMILES: [F:1][C:2]1[CH:3]=[C:4]([F:19])[C:5]2[O:9][C:8]([C:10]3[CH:15]=[CH:14][C:13]([O:16]C)=[CH:12][CH:11]=3)=[CH:7][C:6]=2[CH:18]=1.Cl.N1C=CC=CC=1>O>[F:1][C:2]1[CH:3]=[C:4]([F:19])[C:5]2[O:9][C:8]([C:10]3[CH:11]=[CH:12][C:13]([OH:16])=[CH:14][CH:15]=3)=[CH:7][C:6]=2[CH:18]=1 |f:1.2|. Procedure details: Compound 86 was treated with Pyridine HCl (5 g) and heated to 200° C. After 1 hr, the reaction was cooled and diluted with water. The aqueous layer was extracted with EtOAc, dried, and the product was purified by column chromatography (eluent 25% EtOAc/hex) to give a solid (0.12 g, 13%): Mp=152–154° C.; 1H NMR (DMSO-d6) δ 10.01 (br s, 1 H), 7.77 (d, 2 H, J=8.9 Hz), 7.32–7.25 (m, 3 H), 6.91 (d, 2 H, J=8.9 Hz); MS 245 [M−H]− The reactants are OC=1C(NN=C(C1)CCC1=CC=CC=C1)=O (4-hydroxy-6-(2-phenylethyl)pyridazin-3(2H)-one), C(C1=CC=CC=C1)OC=1N=NC(=CC1OCC1=CC=CC=C1)C1(CC1)C1=CC=C(C=C1)C(F)(F)F (3,4-bis(benzyloxy)-6-{1-[4-(trifluoromethyl)phenyl]-cyclopropyl}-pyridazine), C(C1=CC=CC=C1)OC=1N=NC(=CC1OCC1=CC=CC=C1)C1(CC1)C1=CC=C(C=C1)C(F)(F)F (3,4-bis(benzyloxy)-6-{1-[4-(trifluoromethyl)phenyl]-cyclopropyl}-pyridazine). Yields the product OC=1C(NN=C(C1)C1(CC1)C1=CC=C(C=C1)C(F)(F)F)=O (4-Hydroxy-6-{1-[4-(trifluoromethyl)phenyl]cyclopropyl}-2,3-dihydropyridazin-3-one). Yield: 20.0%. As a reaction SMILES: OC1C(=O)NN=C(CCC2C=CC=CC=2)C=1.C([O:24][C:25]1[N:26]=[N:27][C:28]([C:39]2([C:42]3[CH:47]=[CH:46][C:45]([C:48]([F:51])([F:50])[F:49])=[CH:44][CH:43]=3)[CH2:41][CH2:40]2)=[CH:29][C:30]=1[O:31]CC1C=CC=CC=1)C1C=CC=CC=1>>[OH:31][C:30]1[C:25](=[O:24])[NH:26][N:27]=[C:28]([C:39]2([C:42]3[CH:47]=[CH:46][C:45]([C:48]([F:50])([F:49])[F:51])=[CH:44][CH:43]=3)[CH2:40][CH2:41]2)[CH:29]=1. Procedure details: Prepared in the same manner as 4-hydroxy-6-(2-phenylethyl)pyridazin-3(2H)-one (Example 1) from 3,4-bis(benzyloxy)-6-{1-[4-(trifluoromethyl)phenyl]-cyclopropyl}-pyridazine (Intermediate 68) in 20% yield. The reactants are BrBr (Bromine), Cl (hydrochloric acid), CC1=C(SC2=NC3=C(N21)C=CC=C3)C(C)=O (1-(3-methylthiazolo[3,2-a]benzoimidazol-2-yl)ethanone). Run in C(C)(=O)O (acetic acid). Run at temperature 90 celsius, time 30 minute. Yields the product Cl.Cl.C(C)N(CC(=O)C1=C(N2C(=NC3=C2C=CC=C3)S1)C)CC (2-Diethylaminoacetyl-3-methylthiazolo[3,2-a]benzoimidazole dihydrochloride). Reaction SMILES: BrBr.[ClH:3].[CH3:4][C:5]1[N:12]2[C:8](=[N:9][C:10]3[CH:16]=[CH:15][CH:14]=[CH:13][C:11]=32)[S:7][C:6]=1[C:17](=[O:19])[CH3:18]>C(O)(=O)C>[ClH:3].[ClH:3].[CH2:11]([N:12]([CH2:5][CH3:4])[CH2:18][C:17]([C:6]1[S:7][C:8]2=[N:9][C:10]3[CH:16]=[CH:15][CH:14]=[CH:13][C:11]=3[N:12]2[C:5]=1[CH3:4])=[O:19])[CH3:10] |f:4.5.6|. Procedure details: Bromine (1 ml) and concentrated hydrochloric acid (2 ml) were added to an acetic acid (200 ml) solution of 1-(3-methylthiazolo[3,2-a]benzoimidazol-2-yl)ethanone (Can. J. Chem., 45 (23), 2903-2912 (1967)) (2.3 g), and the mixture was stirred at 90° C. for 30 minutes. The reaction solution was cooled to room temperature, and the thus formed precipitate was collected by filtration and washed with EtOAc. Under ice-cooling, a 1.2 g portion of this was added to an acetonitrile (30 ml) solution of diet... Reactants: O=C(O)c1cc2c(OCC3CCCC3)cccc2[nH]1, Cl, Cl, Cl, NC1CCN(CCN2CCC(O)CC2)CC1. Product: O=C(NC1CCN(CCN2CCC(O)CC2)CC1)c1cc2c(OCC3CCCC3)cccc2[nH]1. RXN SMILES: [CH:1]1([CH2:6][O:7][c:8]2[c:9]3[cH:10][c:11]([C:17](=[O:18])[OH:19])[nH:12][c:13]3[cH:14][cH:15][cH:16]2)[CH2:2][CH2:3][CH2:4][CH2:5]1.[ClH:20].[ClH:21].[ClH:22].[NH2:23][CH:24]1[CH2:25][CH2:26][N:27]([CH2:30][CH2:31][N:32]2[CH2:33][CH2:34][CH:35]([OH:38])[CH2:36][CH2:37]2)[CH2:28][CH2:29]1>>[CH:1]1([CH2:6][O:7][c:8]2[c:9]3[cH:10][c:11]([C:17](=[O:19])[NH:23][CH:24]4[CH2:25][CH2:26][N:27]([CH2:30][CH2:31][N:32]5[CH2:33][CH2:34][CH:35]([OH:38])[CH2:36][CH2:37]5)[CH2:28][CH2:29]4)[nH:12][c:13]3[cH:14][cH:15][cH:16]2)[CH2:2][CH2:3][CH2:4][CH2:5]1. Run at time 2 hour. Procedure: To a solution of a mixture of 2-methoxy-4,5-difluoro-phenol (Intermediate 55) and 2-methoxy-4-methylthio-5-fluoro-phenol (Intermediate 56) (0.66 g), triphenylphosphine (2.16 g), 2-chloroethanol (0.55 ml) in tetrahydrofuran (15 ml) was slowly added diethyl azodicarboxylate (1.3 ml). The reaction was stirred at room temperature for 2 hours. Tetrahydrofuran was removed under vacuum. Chromatography (10% ethyl acetate-hexanes) afforded 0.31 g of 1,2-difluoro-4-(2-chloroethoxy)-5-methoxy-benzene (Inte... Solvent: O1CCCC1 (tetrahydrofuran). Reactants: N(=NC(=O)OCC)C(=O)OCC (diethyl azodicarboxylate), COC1=C(C=C(C(=C1)F)F)O (2-Methoxy-4,5-difluoro-phenol), COC1=C(C=C(C(=C1)F)F)O (2-Methoxy-4,5-difluoro-phenol), COC1=C(C=C(C(=C1)SC)F)O (2-Methoxy-4-methylthio-5-fluoro-phenol), COC1=C(C=C(C(=C1)SC)F)O (2-Methoxy-4-methylthio-5-fluoro-phenol), C1(=CC=CC=C1)P(C1=CC=CC=C1)C1=CC=CC=C1 (triphenylphosphine), ClCCO (2-chloroethanol). The yield is 10.0%. As a reaction SMILES: [CH3:1][O:2][C:3]1[CH:8]=[C:7]([F:9])[C:6]([F:10])=[CH:5][C:4]=1O.COC1C=C(SC)C(F)=CC=1O.C1(P(C2C=CC=CC=2)C2C=CC=CC=2)C=CC=CC=1.[Cl:43][CH2:44][CH2:45][OH:46].N(C(OCC)=O)=NC(OCC)=O>O1CCCC1>[F:9][C:7]1[CH:8]=[C:3]([O:2][CH3:1])[C:4]([O:46][CH2:45][CH2:44][Cl:43])=[CH:5][C:6]=1[F:10]. Yields the product ethyl acetate-hexanes, FC1=C(C=C(C(=C1)OC)OCCCl)F (1,2-Difluoro-4-(2-chloroethoxy)-5-methoxy-benzene). Reactants: [Cl-].O[NH3+] (hydroxylammonium chloride), C(O)([O-])=O.[Na+] (sodium hydrogen carbonate), CS(=O)C (dimethyl sulfoxide), C(C1=CC=CC=C1)N1C(=NC(=C(C1=O)CC1=CC=C(C=C1)C=1C(=CC=CC1)C#N)CCCC)COC (4′-{[1-benzyl-4-butyl-2-(methoxymethyl)-6-oxo-1,6-dihydropyrimidin-5-yl]methyl}biphenyl-2-carbonitrile). Procedure: A mixture of hydroxylammonium chloride (2.6 g), sodium hydrogen carbonate (3.8 g) and dimethyl sulfoxide (18 mL) was stirred at 50° C. for 30 min, 4′-{[1-benzyl-4-butyl-2-(methoxymethyl)-6-oxo-1,6-dihydropyrimidin-5-yl]methyl}biphenyl-2-carbonitrile (1.8 g) was added, and the mixture was stirred overnight at 90° C. The reaction mixture was diluted with ethyl acetate, washed with water and then with saturated brine, and dried over anhydrous magnesium sulfate. The solvent was evaporated under redu... Isolated yield 69.2%. Run in C(C)(=O)OCC (ethyl acetate). Reaction SMILES: [Cl-].O[NH3+:3].[C:4](=[O:7])([O-])[OH:5].[Na+].CS(C)=O.[CH2:13]([N:20]1[C:25](=[O:26])[C:24]([CH2:27][C:28]2[CH:33]=[CH:32][C:31]([C:34]3[C:35]([C:40]#[N:41])=[CH:36][CH:37]=[CH:38][CH:39]=3)=[CH:30][CH:29]=2)=[C:23]([CH2:42][CH2:43][CH2:44][CH3:45])[N:22]=[C:21]1[CH2:46][O:47][CH3:48])[C:14]1[CH:19]=[CH:18][CH:17]=[CH:16][CH:15]=1>C(OCC)(=O)C>[CH2:13]([N:20]1[C:25](=[O:26])[C:24]([CH2:27][C:28]2[CH:33]=[CH:32][C:31]([C:34]3[CH:39]=[CH:38][CH:37]=[CH:36][C:35]=3[C:40]3[NH:3][C:4](=[O:7])[O:5][N:41]=3)=[CH:30][CH:29]=2)=[C:23]([CH2:42][CH2:43][CH2:44][CH3:45])[N:22]=[C:21]1[CH2:46][O:47][CH3:48])[C:14]1[CH:19]=[CH:18][CH:17]=[CH:16][CH:15]=1 |f:0.1,2.3|. Run at temperature 50 celsius, time 30 minute. Product: C(C1=CC=CC=C1)N1C(=NC(=C(C1=O)CC1=CC=C(C=C1)C1=C(C=CC=C1)C1=NOC(N1)=O)CCCC)COC (3-benzyl-6-butyl-2-(methoxymethyl)-5-{[2′-(5-oxo-4,5-dihydro-1,2,4-oxadiazol-3-yl)biphenyl-4-yl]methyl}pyrimidin-4(3H)-one).